This data is from the Open Reaction Database (ORD), a public repository of structured organic reaction records. The task is: describe an organic reaction: reactants, conditions, products, and yield Starting materials: FC1=C(C=C(C=C1)F)[C@H]1CCC(N1C1=NC=2N(C=C1)N=CC2C(=O)O)(C)C ((R)-5-(5-(2,5-difluorophenyl)-2,2-dimethylpyrrolidin-1-yl)pyrazolo[1,5-a]pyrimidine-3-carboxylic acid), C1(CC1)N (cyclopropylamine). The product is C1(CC1)NC(=O)C=1C=NN2C1N=C(C=C2)N2C(CC[C@@H]2C2=C(C=CC(=C2)F)F)(C)C ((R)—N-cyclopropyl-5-(5-(2,5-difluorophenyl)-2,2-dimethylpyrrolidin-1-yl)pyrazolo[1,5-a]pyrimidine-3-carboxamide). Isolated yield 39.0%. Reaction SMILES: [F:1][C:2]1[CH:7]=[CH:6][C:5]([F:8])=[CH:4][C:3]=1[C@@H:9]1[N:13]([C:14]2[CH:19]=[CH:18][N:17]3[N:20]=[CH:21][C:22]([C:23]([OH:25])=O)=[C:16]3[N:15]=2)[C:12]([CH3:27])([CH3:26])[CH2:11][CH2:10]1.[CH:28]1([NH2:31])[CH2:30][CH2:29]1>>[CH:28]1([NH:31][C:23]([C:22]2[CH:21]=[N:20][N:17]3[CH:18]=[CH:19][C:14]([N:13]4[C@@H:9]([C:3]5[CH:4]=[C:5]([F:8])[CH:6]=[CH:7][C:2]=5[F:1])[CH2:10][CH2:11][C:12]4([CH3:27])[CH3:26])=[N:15][C:16]=23)=[O:25])[CH2:30][CH2:29]1. Reported procedure: Prepared by the method described in Example 1 using (R)-5-(5-(2,5-difluorophenyl)-2,2-dimethylpyrrolidin-1-yl)pyrazolo[1,5-a]pyrimidine-3-carboxylic acid and cyclopropylamine in Step D. The crude material was purified by reverse phase HPLC (0-75% acetonitrile/water) to provide the title compound (11 mg, 39% yield). MS (apci) m/z=412.1 (M+H). Reactants: Cl.C1(CC1)COC1=C(C=C(C=C1)C)C=1C2=C(N=C(N1)C)C(=C(N2)C)C(=O)NC2CCNCC2 (4-[2-(cyclopropylmethoxy)-5-methylphenyl]-2,6-dimethyl-N-(piperidin-4-yl)-5H-pyrrolo[3,2-d]pyrimidine-7-carboxamide hydrochloride), COCC(=O)Cl (methoxy-acetyl chloride). Yields the product C1(CC1)COC1=C(C=C(C=C1)C)C=1C2=C(N=C(N1)C)C(=C(N2)C)C(=O)NC2CCN(CC2)C(COC)=O (4-[2-(Cyclopropylmethoxy)-5-methylphenyl]-N-[1-(methoxyacetyl)piperidin-4-yl]-2,6-dimethyl-5H-pyrrolo[3,2-d]pyrimidine-7-carboxamide). Reaction SMILES: Cl.[CH:2]1([CH2:5][O:6][C:7]2[CH:12]=[CH:11][C:10]([CH3:13])=[CH:9][C:8]=2[C:14]2[C:15]3[NH:23][C:22]([CH3:24])=[C:21]([C:25]([NH:27][CH:28]4[CH2:33][CH2:32][NH:31][CH2:30][CH2:29]4)=[O:26])[C:16]=3[N:17]=[C:18]([CH3:20])[N:19]=2)[CH2:4][CH2:3]1.[CH3:34][O:35][CH2:36][C:37](Cl)=[O:38]>>[CH:2]1([CH2:5][O:6][C:7]2[CH:12]=[CH:11][C:10]([CH3:13])=[CH:9][C:8]=2[C:14]2[C:15]3[NH:23][C:22]([CH3:24])=[C:21]([C:25]([NH:27][CH:28]4[CH2:29][CH2:30][N:31]([C:37](=[O:38])[CH2:36][O:35][CH3:34])[CH2:32][CH2:33]4)=[O:26])[C:16]=3[N:17]=[C:18]([CH3:20])[N:19]=2)[CH2:3][CH2:4]1 |f:0.1|. Procedure details: Starting from 4-[2-(cyclopropylmethoxy)-5-methylphenyl]-2,6-dimethyl-N-(piperidin-4-yl)-5H-pyrrolo[3,2-d]pyrimidine-7-carboxamide hydrochloride (example D.f57) and commercially available available methoxy-acetyl chloride the title compound is obtained as colorless solid. The reactants are CS(=O)Cc1ccc(C(=O)c2ccc(Cl)cc2)cc1, O=C(OO)c1cccc(Cl)c1, ClCCl. The product is CS(=O)(=O)Cc1ccc(C(=O)c2ccc(Cl)cc2)cc1. Reaction SMILES: [Cl:1][c:2]1[cH:3][cH:4][c:5]([C:6](=[O:7])[c:8]2[cH:9][cH:10][c:11]([CH2:14][S:15](=[O:16])[CH3:17])[cH:12][cH:13]2)[cH:18][cH:19]1.[Cl:20][c:21]1[cH:22][cH:23][cH:24][c:25]([C:26]([O:27][OH:29])=[O:28])[cH:30]1.[Cl:31][CH2:32][Cl:33]>>[Cl:1][c:2]1[cH:3][cH:4][c:5]([C:6](=[O:7])[c:8]2[cH:9][cH:10][c:11]([CH2:14][S:15](=[O:16])([CH3:17])=[O:28])[cH:12][cH:13]2)[cH:18][cH:19]1. Reactants: CC(=O)C (acetone), Cl.C(CCC)C=1N(C2=C(C=NC=3C=CC=CC23)N1)N (2-butyl-1H-imidazo[4,5-c]quinolin-1-amine hydrochloride), CC(=O)C (acetone). The solvent is C(C)(C)O (isopropanol), C(C)(C)O (isopropanol). Reaction conditions: temperature 55 celsius. The product is C(CCC)C=1N(C2=C(C=NC=3C=CC=CC23)N1)N=C(C)C (N-(2-butyl-1H-imidazo[4,5-c]quinolin-1-yl)isopropylideneamine). RXN SMILES: Cl.[CH2:2]([C:6]1[N:7]([NH2:19])[C:8]2[C:17]3[CH:16]=[CH:15][CH:14]=[CH:13][C:12]=3[N:11]=[CH:10][C:9]=2[N:18]=1)[CH2:3][CH2:4][CH3:5].[CH3:20][C:21]([CH3:23])=O>C(O)(C)C>[CH2:2]([C:6]1[N:7]([N:19]=[C:21]([CH3:23])[CH3:20])[C:8]2[C:17]3[CH:16]=[CH:15][CH:14]=[CH:13][C:12]=3[N:11]=[CH:10][C:9]=2[N:18]=1)[CH2:3][CH2:4][CH3:5] |f:0.1|. Procedure details: A solution of 2-butyl-1H-imidazo[4,5-c]quinolin-1-amine hydrochloride (520 mg, 2.17 mmol) in 10 mL of isopropanol was treated with 2 mL of acetone and 200 mg of DOWEX W50-X1 acid resin. The reaction mixture was heated to 55° C. overnight. The reaction mixture was treated with an additional 10 mL of isopropanol and 5 mL of acetone and heated to 70° C. for 2 h. The reaction mixture was filtered and the filtrate was treated with 0.5 mL of triethylamine and concentrated under reduced pressure. Chrom... Reaction conditions: temperature 60 celsius. The reactants are C(C)(=O)C(CCCC1=CC=C(C(=O)O)C=C1)CCCC(CCCCC)O (4-(4-acetyl-8-hydroxytridecyl)benzoic acid), C(C)(=O)OC(C)=O (acetic anhydride). Procedure: A mixture of 4-(4-acetyl-8-hydroxytridecyl)benzoic acid (9.0 g., 0.025 mole) and acetic anhydride (6.1 g., 0.06 mole) is heated at 60° C. for 18 hours. The mixture is then cooled and dissolved in 80 ml. ethyl ether. The solution is extracted with an ice-cold solution of 8 g. sodium hydroxide in 150 ml. water. The basic solution is separated and acidified with concentrated hydrochloric acid. The oily acid which separates is taken up in ether, washed with water, and dried over sodium sulfate. The ... As a reaction SMILES: [C:1]([CH:4]([CH2:17][CH2:18][CH2:19][CH:20]([OH:26])[CH2:21][CH2:22][CH2:23][CH2:24][CH3:25])[CH2:5][CH2:6][CH2:7][C:8]1[CH:16]=[CH:15][C:11]([C:12]([OH:14])=[O:13])=[CH:10][CH:9]=1)(=[O:3])[CH3:2].[C:27](OC(=O)C)(=[O:29])[CH3:28]>C(OCC)C>[C:1]([CH:4]([CH2:17][CH2:18][CH2:19][CH:20]([O:26][C:27](=[O:29])[CH3:28])[CH2:21][CH2:22][CH2:23][CH2:24][CH3:25])[CH2:5][CH2:6][CH2:7][C:8]1[CH:9]=[CH:10][C:11]([C:12]([OH:14])=[O:13])=[CH:15][CH:16]=1)(=[O:3])[CH3:2]. Product: C(C)(=O)C(CCCC1=CC=C(C(=O)O)C=C1)CCCC(CCCCC)OC(C)=O (4-(4-Acetyl-8-acetoxytridecyl)benzoic Acid). Run in C(C)OCC (ethyl ether). Reactants: Cc1nnc2n1-c1ccc(Cl)cc1N(c1ccccc1)C(=O)C2OCc1ccccc1, CCO, [H][H]. The product is Cc1nnc2n1-c1ccc(Cl)cc1N(c1ccccc1)C(=O)C2O. Reaction SMILES: [CH2:1]([c:2]1[cH:3][cH:4][cH:5][cH:6][cH:7]1)[O:8][CH:9]1[c:10]2[n:11]([c:28]([CH3:31])[n:29][n:30]2)-[c:12]2[c:13]([cH:23][c:24]([Cl:27])[cH:25][cH:26]2)[N:14]([c:17]2[cH:18][cH:19][cH:20][cH:21][cH:22]2)[C:15]1=[O:16].[CH3:34][CH2:35][OH:36].[H:32][H:33]>>[OH:8][CH:9]1[c:10]2[n:11]([c:28]([CH3:31])[n:29][n:30]2)-[c:12]2[c:13]([cH:23][c:24]([Cl:27])[cH:25][cH:26]2)[N:14]([c:17]2[cH:18][cH:19][cH:20][cH:21][cH:22]2)[C:15]1=[O:16]. Yields the product IC1=C2C=CC=CC2=C(C=2C3=C(SC21)C=CC=C3)C3=CC=C(C=C3)O (4-(6-Iodo-benzo[b]naphtho[2,3-d]thiophen-11-yl)-phenol). Isolated yield 101.7%. Run at time 18 hour. As a reaction SMILES: [I:1][C:2]1[C:14]2[S:13][C:12]3[CH:15]=[CH:16][CH:17]=[CH:18][C:11]=3[C:10]=2[C:9]([C:19]2[CH:24]=[CH:23][C:22]([O:25]S(C)(=O)=O)=[CH:21][CH:20]=2)=[C:8]2[C:3]=1[CH:4]=[CH:5][CH:6]=[CH:7]2.[OH-].[Na+].Cl>O1CCCC1.O>[I:1][C:2]1[C:14]2[S:13][C:12]3[CH:15]=[CH:16][CH:17]=[CH:18][C:11]=3[C:10]=2[C:9]([C:19]2[CH:20]=[CH:21][C:22]([OH:25])=[CH:23][CH:24]=2)=[C:8]2[C:3]=1[CH:4]=[CH:5][CH:6]=[CH:7]2 |f:1.2|. Procedure details: To a solution of methanesulfonic acid 4-(6-iodo-benzo[b]naphtho[2,3-d]thiophen-11-yl)-phenyl ester (1.00 g, 1.89 mmol) in tetrahydrofuran (5 mL) was added a 2.5 N aqueous solution of sodium hydroxide (6.0 mL) and the biphasic reaction mixture was heated at reflux for 5 hours and then heated in a sealed pressure tube at 110 C. for about 18 hours. The reaction mixture was diluted with water (100 mL), acidified with 10% hydrochloric acid and the organics were extracted with ether (2×100 mL). The ex... Reactants: IC1=C2C=CC=CC2=C(C=2C3=C(SC21)C=CC=C3)C3=CC=C(C=C3)OS(=O)(=O)C (methanesulfonic acid 4-(6-iodo-benzo[b]naphtho[2,3-d]thiophen-11-yl)-phenyl ester), aqueous solution, [OH-].[Na+] (sodium hydroxide), Cl (hydrochloric acid). Run in O1CCCC1 (tetrahydrofuran), O (water). Starting materials: Cl.NC=1C2=C(NS(N1)(=O)=O)C=CC=C2OC[C@@H]2[NH2+]CCCC2 ((R)-2-(((4-amino-2,2-dioxido-1H-benzo[c][1,2,6]thiadiazin-5-yl)oxy)methyl)piperidinium hydrochloride), CC=1C=C(C(=O)O)C=CN1 (2-methylisonicotinic acid). The product is NC=1C2=C(NS(N1)(=O)=O)C=CC=C2OC[C@@H]2N(CCCC2)C(=O)C2=CC(=NC=C2)C ((R)-(2-(((4-amino-2,2-dioxido-1H-benzo[c][1,2,6]thiadiazin-5-yl)oxy)methyl)piperidin-1-yl)(2-methylpyridin-4-yl)methanone). RXN SMILES: Cl.[NH2:2][C:3]1[C:4]2[C:14]([O:15][CH2:16][C@H:17]3[CH2:22][CH2:21][CH2:20][CH2:19][NH2+:18]3)=[CH:13][CH:12]=[CH:11][C:5]=2[NH:6][S:7](=[O:10])(=[O:9])[N:8]=1.[CH3:23][C:24]1[CH:25]=[C:26]([CH:30]=[CH:31][N:32]=1)[C:27](O)=[O:28]>>[NH2:2][C:3]1[C:4]2[C:14]([O:15][CH2:16][C@H:17]3[CH2:22][CH2:21][CH2:20][CH2:19][N:18]3[C:27]([C:26]3[CH:30]=[CH:31][N:32]=[C:24]([CH3:23])[CH:25]=3)=[O:28])=[CH:13][CH:12]=[CH:11][C:5]=2[NH:6][S:7](=[O:9])(=[O:10])[N:8]=1 |f:0.1|. Procedure details: Prepared as in Example 15 from (R)-2-(((4-amino-2,2-dioxido-1H-benzo[c][1,2,6]thiadiazin-5-yl)oxy)methyl)piperidinium hydrochloride (Example 15a) and 2-methylisonicotinic acid. 1H NMR (400 MHz, CD3OD) δ1.51-2.00 (m, 6H), 2.57 (s, 3H), 3.27 (m, 1H), 3.45 (m, 1H), 4.28 (m, 1H), 4.73 (t, 1H, J=10.5 Hz), 5.42 (m, 1H), 6.66 (d, 1H, J=8.1 Hz), 6.87 (d, 1H, J=8.1 Hz,), 7.22 (m, 1H), 7.26 (s, 1H), 7.48 (t, 1H, J=8.6 Hz), 8.50 (d, 1H, J=4.8 Hz). MS 430 (MH+). Starting materials: ClC(=O)OCC(C)C (Isobutyl chloroformate), CN1CCOCC1 (N-methylmorpholine), ice, C(C)(C)(C)[Si](OCC#CC(=O)O)(C)C (4-(tert-butyl-dimethyl-silanyloxy)-2-butynoic acid), NC=1C=C2C(=C(C=NC2=CC1)C#N)NC1=CC(=CC=C1)Br (6-amino-4-[(3-bromophenyl)amino]-3-quinolinecarbonitrile). Run in O1CCCC1 (tetrahydrofuran), C(C)(=O)OCC (ethyl acetate), O1CCCC1 (tetrahydrofuran), N1=CC=CC=C1 (pyridine). Reaction conditions: time 30 minute. Product: BrC=1C=C(C=CC1)NC1=C(C=NC2=CC=C(C=C12)NC(C#CCO)=O)C#N (N-[4-[(3-Bromophenyl)amino]-3-cyano-6-quinolinyl]-4-hydroxy-2-butynamide). As a reaction SMILES: ClC(OCC(C)C)=O.CN1CCOCC1.C([Si](C)(C)[O:21][CH2:22][C:23]#[C:24][C:25]([OH:27])=O)(C)(C)C.[NH2:30][C:31]1[CH:32]=[C:33]2[C:38](=[CH:39][CH:40]=1)[N:37]=[CH:36][C:35]([C:41]#[N:42])=[C:34]2[NH:43][C:44]1[CH:49]=[CH:48][CH:47]=[C:46]([Br:50])[CH:45]=1>O1CCCC1.N1C=CC=CC=1.C(OCC)(=O)C>[Br:50][C:46]1[CH:45]=[C:44]([NH:43][C:34]2[C:33]3[C:38](=[CH:39][CH:40]=[C:31]([NH:30][C:25](=[O:27])[C:24]#[C:23][CH2:22][OH:21])[CH:32]=3)[N:37]=[CH:36][C:35]=2[C:41]#[N:42])[CH:49]=[CH:48][CH:47]=1. Procedure details: Isobutyl chloroformate (0.214 g, 1.57 mmol) and N-methylmorpholine (0.190 g, 1.88 mmol) were added to an ice cold solution of 0.336 g (1.57 mmol) of 4-(tert-butyl-dimethyl-silanyloxy)-2-butynoic acid in 15 mL of tetrahydrofuran under N2. After stirring for 30 min, it was transferred to an additional funnel plugged with a glass wool and added dropwise to a solution of 0.4 g (1.18 mmol) of 6-amino-4-[(3-bromophenyl)amino]-3-quinolinecarbonitrile in 3 mL of tetrahydrofuran and 1.5 ml of pyridine. T... The reactants are CCCCSC1=C(C=CC=C1)C=1C=CC2=C(C=C(CCS2(=O)=O)C(=O)OC)C1 (methyl 7-[(4-butylthio)phenyl]-1,1-dioxo-2,3-dihydro-1-benzothiepine-4-carboxylate). The solvent is COCCOC (1,2-dimethoxyethane), Cl (hydrochloric acid). Conditions: temperature 100 celsius, time 16 hour. Yields the product CCCCSC1=C(C=CC=C1)C=1C=CC2=C(C=C(CCS2(=O)=O)C(=O)O)C1 (7-[(4-butylthio)phenyl]-1,1-dioxo-2,3-dihydro-1-benzothiepine-4-carboxylic acid). Yield: 95.8%. Reaction SMILES: [CH3:1][CH2:2][CH2:3][CH2:4][S:5][C:6]1[CH:11]=[CH:10][CH:9]=[CH:8][C:7]=1[C:12]1[CH:13]=[CH:14][C:15]2[S:21](=[O:23])(=[O:22])[CH2:20][CH2:19][C:18]([C:24]([O:26]C)=[O:25])=[CH:17][C:16]=2[CH:28]=1>COCCOC.Cl>[CH3:1][CH2:2][CH2:3][CH2:4][S:5][C:6]1[CH:11]=[CH:10][CH:9]=[CH:8][C:7]=1[C:12]1[CH:13]=[CH:14][C:15]2[S:21](=[O:22])(=[O:23])[CH2:20][CH2:19][C:18]([C:24]([OH:26])=[O:25])=[CH:17][C:16]=2[CH:28]=1. Procedure details: In 1,2-dimethoxyethane (20 ml) and 6N hydrochloric acid (6.7 ml) was dissolved methyl 7-[(4-butylthio)phenyl]-1,1-dioxo-2,3-dihydro-1-benzothiepine-4-carboxylate (670 mg), and the mixture was stirred at 100° C. for 16 hours, cooled to room temperature, extracted with ethyl acetate, washed with saturated brine and dried with magnesium sulfate. Under reduced pressure, the solvent was evaporated to give 7-[(4-butylthio)phenyl]-1,1-dioxo-2,3-dihydro-1-benzothiepine-4-carboxylic acid (620 mg).